Dataset: the Open Reaction Database (ORD), a public repository of structured organic reaction records. Task: describe an organic reaction: reactants, conditions, products, and yield Starting materials: OCCCCCCCCCCCNC1=CC=C(C(=O)OCC)C=C1 (ethyl 4-(11-hydroxyundecylamino)benzoate), Cl (hydrochloric acid), C(C)O (ethanol), [OH-].[K+] (potassium hydroxide). Solvent: O (water). The product is OCCCCCCCCCCCNC1=CC=C(C(=O)O)C=C1 (4-(11-hydroxyundecylamino)benzoic acid). As a reaction SMILES: [OH:1][CH2:2][CH2:3][CH2:4][CH2:5][CH2:6][CH2:7][CH2:8][CH2:9][CH2:10][CH2:11][CH2:12][NH:13][C:14]1[CH:24]=[CH:23][C:17]([C:18]([O:20]CC)=[O:19])=[CH:16][CH:15]=1.C(O)C.[OH-].[K+].Cl>O>[OH:1][CH2:2][CH2:3][CH2:4][CH2:5][CH2:6][CH2:7][CH2:8][CH2:9][CH2:10][CH2:11][CH2:12][NH:13][C:14]1[CH:15]=[CH:16][C:17]([C:18]([OH:20])=[O:19])=[CH:23][CH:24]=1 |f:2.3|. Reported procedure: A solution of 5 g. of ethyl 4-(11-hydroxyundecylamino)benzoate in 75 ml. 95% ethanol is saponified with 2.5 g. of 85% potassium hydroxide by refluxing for 5 hours. The warm solution is diluted with 150 ml. water and adjusted to pH 5 with 37% hydrochloric acid. The precipitate is filtered, washed with water, dried in vacuo and crystallized from acetic acid to yield 4-(11-hydroxyundecylamino)benzoic acid as a white solid. Reactants: CC(=O)[O-], CC(=O)[O-], CCC(CC)(c1ccc(C=CC2(O)CCSCC2)c(C)c1)c1ccc(B2OC(C)(C)C(C)(C)O2)c(C)c1, COC(=O)Cc1cncc(Br)c1, Cc1ccccc1, COc1cccc(OC)c1-c1ccccc1P(C1CCCCC1)C1CCCCC1, [K+], [K+], [K+], O, O=P([O-])([O-])[O-], [Pd+2]. Yields the product CCC(CC)(c1ccc(C=CC2(O)CCSCC2)c(C)c1)c1ccc(-c2cncc(CC(=O)OC)c2)c(C)c1. As a reaction SMILES: [C:94]([O-:95])(=[O:96])[CH3:97].[C:99]([O-:100])(=[O:101])[CH3:102].[CH2:50]([CH3:51])[C:52]([CH2:53][CH3:54])([c:55]1[cH:56][c:57]([CH3:70])[c:58]([B:61]2[O:62][C:63]([CH3:64])([CH3:65])[C:66]([CH3:67])([CH3:68])[O:69]2)[cH:59][cH:60]1)[c:71]1[cH:72][c:73]([CH3:86])[c:74]([CH:77]=[CH:78][C:79]2([OH:85])[CH2:80][CH2:81][S:82][CH2:83][CH2:84]2)[cH:75][cH:76]1.[CH3:1][O:2][C:3]([CH2:4][c:5]1[cH:6][n:7][cH:8][c:9]([Br:11])[cH:10]1)=[O:12].[CH3:87][c:88]1[cH:89][cH:90][cH:91][cH:92][cH:93]1.[CH:13]1([P:14]([CH:15]2[CH2:16][CH2:17][CH2:18][CH2:19][CH2:20]2)[c:21]2[cH:22][cH:23][cH:24][cH:25][c:26]2-[c:27]2[c:28]([O:29][CH3:30])[cH:31][cH:32][cH:33][c:34]2[O:35][CH3:36])[CH2:37][CH2:38][CH2:39][CH2:40][CH2:41]1.[K+:47].[K+:48].[K+:49].[OH2:103].[P:42]([O-:43])([O-:44])([O-:45])=[O:46].[Pd+2:98]>>[CH3:1][O:2][C:3]([CH2:4][c:5]1[cH:6][n:7][cH:8][c:9](-[c:58]2[c:57]([CH3:70])[cH:56][c:55]([C:52]([CH2:50][CH3:51])([CH2:53][CH3:54])[c:71]3[cH:72][c:73]([CH3:86])[c:74]([CH:77]=[CH:78][C:79]4([OH:85])[CH2:80][CH2:81][S:82][CH2:83][CH2:84]4)[cH:75][cH:76]3)[cH:60][cH:59]2)[cH:10]1)=[O:12].